Dataset: the Open Reaction Database (ORD), a public repository of structured organic reaction records. Task: describe an organic reaction: reactants, conditions, products, and yield Solvent: C(Cl)Cl (CH2Cl2). Conditions: temperature 0 celsius. The product is [NH4+].[OH-] (NH4OH), FC1=C(C(=CC=C1)F)N1C(NCC2=C1N=C(N=C2C=2C=C(C(=O)NCC1=CC=CC=C1)C=CC2C)NCCNC)=O (3-(8-(2,6-Difluorophenyl)-2-{[2-(methylamino)ethyl]amino}-7-oxo-5,6,7,8-tetrahydropyrimido[4,5-d]pyrimidin-4-yl)-4-methyl-N-(phenylmethyl)benzamide). Procedure details: The compound 1,1-dimethylethyl(2-{[8-(2,6-difluorophenyl)-4-(2-methyl-5-{[(phenylmethyl)amino]carbonyl}phenyl)-7-oxo-5,6,7,8-tetrahydropyrimido[4,5-d]pyrimidin-2-yl]amino}ethyl)methylcarbamate, (0.036 g, 0.055 mmol) was dissolved in CH2Cl2 (4 mL) and stirred under argon at 0° C. Trifluoroacetic acid (1 mL) was added and the mixture stirred under argon at 0° C. for 2 h. The solvents were pumped off in vacuo, and the residue was partitioned between EtOAc and H2O. The mixture was made basic by the ... Starting materials: CC(C)(C)CN(C([O-])=O)CCNC=1N=C(C2=C(N(C(NC2)=O)C2=C(C=CC=C2F)F)N1)C1=C(C=CC(=C1)C(=O)NCC1=CC=CC=C1)C (1,1-dimethylethyl(2-{[8-(2,6-difluorophenyl)-4-(2-methyl-5-{[(phenylmethyl)amino]carbonyl}phenyl)-7-oxo-5,6,7,8-tetrahydropyrimido[4,5-d]pyrimidin-2-yl]amino}ethyl)methylcarbamate), FC(C(=O)O)(F)F (Trifluoroacetic acid). Reaction SMILES: CC([CH2:5][N:6]([CH2:10][CH2:11][NH:12][C:13]1[N:14]=[C:15]([C:32]2[CH:37]=[C:36]([C:38]([NH:40][CH2:41][C:42]3[CH:47]=[CH:46][CH:45]=[CH:44][CH:43]=3)=[O:39])[CH:35]=[CH:34][C:33]=2[CH3:48])[C:16]2[CH2:21][NH:20][C:19](=[O:22])[N:18]([C:23]3[C:28]([F:29])=[CH:27][CH:26]=[CH:25][C:24]=3[F:30])[C:17]=2[N:31]=1)C(=O)[O-:8])(C)C.FC(F)(F)C(O)=O>C(Cl)Cl>[NH4+:6].[OH-:8].[F:30][C:24]1[CH:25]=[CH:26][CH:27]=[C:28]([F:29])[C:23]=1[N:18]1[C:17]2[N:31]=[C:13]([NH:12][CH2:11][CH2:10][NH:6][CH3:5])[N:14]=[C:15]([C:32]3[CH:37]=[C:36]([CH:35]=[CH:34][C:33]=3[CH3:48])[C:38]([NH:40][CH2:41][C:42]3[CH:47]=[CH:46][CH:45]=[CH:44][CH:43]=3)=[O:39])[C:16]=2[CH2:21][NH:20][C:19]1=[O:22] |f:3.4|. Reactants: CC1=C(C2=CC=CC=C2C=C1)CO (2-methylnaphthyl carbinol), CC(=O)C1=CC=CC2=CC=CC=C21 (1-acetonaphthalene). Yields the product C(=C)C1=CC2=CC=CC=C2C=C1 (2-vinylnaphthalene). Reaction SMILES: [CH3:1][C:2]1[CH:11]=[CH:10][C:9]2[C:4](=[CH:5][CH:6]=[CH:7][CH:8]=2)[C:3]=1CO.[CH3:14]C(C1C2C(=CC=CC=2)C=CC=1)=O>>[CH:1]([C:2]1[CH:11]=[CH:10][C:9]2[C:4](=[CH:5][CH:6]=[CH:7][CH:8]=2)[CH:3]=1)=[CH2:14]. Procedure: The crude hydrogenated product may therefore be treated to recover the desired methylnaphthyl carbinol in a relatively pure form. This may be effected by distilling the crude hydrogenation product at a pressure sufficiently below atmospheric to give a temperature below that which substantial dehydration of the methylnaphthyl carbinol takes place. Alternatively, it has been found that 2-methylnaphthyl carbinol which is produced can be dehydrated in the presence of 1-acetonaphthalene to yield 2-vi... Reactants: O1[C@H]2[C@@H]1C(C=C1C=C[C@H]3[C@@H]4CC[C@H]([C@@H](CCCC(C)C)C)[C@]4(CC[C@@H]3[C@@]21C)C)=O (1α,2α-epoxycholesta-4,6-dien-3--one), [Cl-].[NH4+] (ammonium chloride), enolate, [Cl-].[NH4+] (ammonium chloride). The solvent is [Li].N (lithium ammonia). Yields the product O[C@H]1C[C@@H](CC2=CC[C@H]3[C@@H]4CC[C@H]([C@@H](CCCC(C)C)C)[C@]4(CC[C@@H]3[C@@]12C)C)O (1α,3β-dihydroxycholest-5-ene). Reaction SMILES: [O:1]1[C@H:3]2[C:4](=[O:29])[CH:5]=[C:6]3[C@:26]([CH3:27])([C@@H:2]12)[C@@H:25]1[C@H:9]([C@H:10]2[C@:22]([CH3:28])([CH2:23][CH2:24]1)[C@@H:13]([C@H:14]([CH3:21])[CH2:15][CH2:16][CH2:17][CH:18]([CH3:20])[CH3:19])[CH2:12][CH2:11]2)[CH:8]=[CH:7]3.[Cl-].[NH4+]>[Li].N>[OH:1][C@@H:2]1[C@@:26]2([CH3:27])[C:6](=[CH:7][CH2:8][C@@H:9]3[C@@H:25]2[CH2:24][CH2:23][C@@:22]2([CH3:28])[C@H:10]3[CH2:11][CH2:12][C@@H:13]2[C@H:14]([CH3:21])[CH2:15][CH2:16][CH2:17][CH:18]([CH3:20])[CH3:19])[CH2:5][C@@H:4]([OH:29])[CH2:3]1 |f:1.2,3.4,^1:31|. Procedure details: One modification of this procedure consists of reducing 1α,2α-epoxycholesta-4,6-dien-3--one in lithium/ammonia prior to protonation of the reaction intermediate enolate with externally added solid ammonium chloride. Our determination that this externally supplied proton source must be added as rapidly as possible led to the present invention. More exactly, when the solid ammonium chloride was added slowly (40-150 minutes) to the reduction reaction mixture, very little of the desired 1α,3β-dihydr... Starting materials: C1=NCCC2=CC=CC=C12 (3,4-Dihydroisoquinoline), C1(=CC=C(C=C1)S(=O)(=O)OCCCCCCCC)C (n-Octyl p-toluenesulfonate). The solvent is CO (MeOH), CO (methanol). Yields the product C1(=CC=C(C=C1)S(=O)(=O)O)C.C(CCCCCCC)N1CC2=CC=CC=C2CC1 (N-(n- Octyl)-3,4-Dihydroisoquinoline p-toluenesulfonate). The yield is 7.4%. As a reaction SMILES: [CH:1]1[C:10]2[C:5](=[CH:6][CH:7]=[CH:8][CH:9]=2)[CH2:4][CH2:3][N:2]=1.[C:11]1([CH3:29])[CH:16]=[CH:15][C:14]([S:17]([O:20][CH2:21][CH2:22][CH2:23][CH2:24][CH2:25][CH2:26][CH2:27][CH3:28])(=[O:19])=[O:18])=[CH:13][CH:12]=1>CO>[C:11]1([CH3:29])[CH:12]=[CH:13][C:14]([S:17]([OH:20])(=[O:18])=[O:19])=[CH:15][CH:16]=1.[CH2:21]([N:2]1[CH2:3][CH2:4][C:5]2[C:10](=[CH:9][CH:8]=[CH:7][CH:6]=2)[CH2:1]1)[CH2:22][CH2:23][CH2:24][CH2:25][CH2:26][CH2:27][CH3:28] |f:3.4|. Procedure: 3,4-Dihydroisoquinoline (1.31 g, 10.0 mmol) was dissolved in 3 ml MeOH in a 3-neck 25 ml round bottom flask fitted with a condenser, drying tube and stirrer bar, and cooled in an ice bath. n-Octyl p-toluenesulfonate (2.84g, 10.0 mmol)*, dissolved in 7.0 ml methanol, was added dropwise over about 7 minutes via an addition funnel. The ice bath was removed and replaced with an oil bath and the colorless clear solution heated to reflux for at least 8 hours during which time the reaction solution tur... Reactants: CC1=CC(OC=2CCCC(C12)=O)=O (4-methyl-5,6,7,8-tetrahydro- cumarin-5-one), N (ammonia). Product: CC1=CC(NC=2CCCC(C12)=O)=O (4-Methyl-7,8-dihydro-2,5(1H,6H)-quinolinedione). As a reaction SMILES: [CH3:1][C:2]1[C:11]2[C:10](=[O:12])[CH2:9][CH2:8][CH2:7][C:6]=2[O:5][C:4](=O)[CH:3]=1.[NH3:14]>>[CH3:1][C:2]1[C:11]2[C:10](=[O:12])[CH2:9][CH2:8][CH2:7][C:6]=2[NH:14][C:4](=[O:5])[CH:3]=1. Reported procedure: 4.46 g (0.025 mol) of 4-methyl-5,6,7,8-tetrahydro- cumarin-5-one are heated to 180° C. for 3 hours in 150 ml of saturated methanolic ammonia in a stirred autoclave. After cooling, the methanolic ammonia is distilled off using a rotary evaporator and the residue is recrystallised from ethanol using activated charcoal. Starting materials: [OH-].[Li+] (Lithium hydroxide), Cl.COC(CC1=CC(=CC=C1)C[C@@H](C)N[C@H](C)C1=CC=CC=C1)=O (methyl[3-((2R)-2-{[(1R)-1-phenyl-ethyl]-amino}-propyl)-phenyl]-acetate hydrochloride), Cl (Hydrochloric acid). The solvent is CO (methanol). Run at time 18 hour. The product is C1(=CC=CC=C1)[C@@H](C)N[C@@H](CC=1C=C(C=CC1)CC(=O)O)C ([3-((2R)-2-{[(1R)-1-Phenylethyl]amino}propyl)phenyl]acetic acid). Isolated yield 91.0%. Reaction SMILES: [OH-].[Li+].Cl.C[O:5][C:6](=[O:26])[CH2:7][C:8]1[CH:13]=[CH:12][CH:11]=[C:10]([CH2:14][C@H:15]([NH:17][C@@H:18]([C:20]2[CH:25]=[CH:24][CH:23]=[CH:22][CH:21]=2)[CH3:19])[CH3:16])[CH:9]=1.Cl>CO>[C:20]1([C@H:18]([NH:17][C@H:15]([CH3:16])[CH2:14][C:10]2[CH:9]=[C:8]([CH2:7][C:6]([OH:26])=[O:5])[CH:13]=[CH:12][CH:11]=2)[CH3:19])[CH:21]=[CH:22][CH:23]=[CH:24][CH:25]=1 |f:0.1,2.3|. Reported procedure: Lithium hydroxide solution (1M in water, 90 mL, 90 mmol) was added to a solution of methyl[3-((2R)-2-{[(1R)-1-phenyl-ethyl]-amino}-propyl)-phenyl]-acetate hydrochloride (preparation 26), (13.5 g, 43.5 mmol) in methanol (200 mL) and the mixture was stirred at room temperature for 18 hours. 1M Hydrochloric acid (90 mL) was then added to the reaction mixture and the methanol removed in vacuo. The resulting precipitate was filtered off and washed with water (20 mL) and a mixture of ethanol/diethyl e...